From a dataset of the Open Reaction Database (ORD), a public repository of structured organic reaction records. describe an organic reaction: reactants, conditions, products, and yield Starting materials: CNC1=CC=C(C=C1)C=CC1=CC=C(OCCOCCO)C=C1 (2-(2-{4-[2-(4-Methylamino-phenyl)-vinyl]-phenoxy}-ethoxy)-ethanol), CC(C)(C)[Si](C)(C)Cl (TBDMSCl), N1C=NC=C1 (imidazole). The solvent is ClCCl (dichloromethane). Reaction conditions: time 2 hour. Yields the product C(C)(C)(C)[Si](OCCOCCOC1=CC=C(C=C1)C=CC1=CC=C(C=C1)NC)(C)C ({4-[2-(4-{2-[2-(tert-Butyl-dimethyl-silanyloxy)-ethoxy]-ethoxy}-phenyl)-vinyl]-phenyl}-methyl-amine). The yield is 93.5%. As a reaction SMILES: [CH3:1][NH:2][C:3]1[CH:8]=[CH:7][C:6]([CH:9]=[CH:10][C:11]2[CH:23]=[CH:22][C:14]([O:15][CH2:16][CH2:17][O:18][CH2:19][CH2:20][OH:21])=[CH:13][CH:12]=2)=[CH:5][CH:4]=1.[CH3:24][C:25]([Si:28](Cl)([CH3:30])[CH3:29])([CH3:27])[CH3:26].N1C=CN=C1>ClCCl>[C:25]([Si:28]([CH3:30])([CH3:29])[O:21][CH2:20][CH2:19][O:18][CH2:17][CH2:16][O:15][C:14]1[CH:13]=[CH:12][C:11]([CH:10]=[CH:9][C:6]2[CH:5]=[CH:4][C:3]([NH:2][CH3:1])=[CH:8][CH:7]=2)=[CH:23][CH:22]=1)([CH3:27])([CH3:26])[CH3:24]. Procedure: Compound 3a (45 mg, 0.14 mmol) and TBDMSCl (33 mg, 0.22 mmol) were dissolved in dichloromethane (10 ml) followed by imidazole (20 mg, 0.29 mmol). The solution was stirred at room temperature for 2 hours. After standard workup with dichloromethane, the residue was purified by silica gel column chromatography (1.5% methanol in dichloromethane) to afford 7a (56 mg, 91%): 1H NMR δ 7.40 (m, 4H), 6.90 (m, 4H), 6.75 (d, 2H, J=7.9 Hz), 4.15 (t, 2H), 3.88 (t, 2H), 3.82 (t, 2H), 3.66 (t, 2H), 2.85 (s, 3H)...